From a dataset of the Open Reaction Database (ORD), a public repository of structured organic reaction records. describe an organic reaction: reactants, conditions, products, and yield Reactants: C(C)(C)(C)OC(=O)N1CCC(CC1)NCC1=CC(=CC=C1)C=1C=C(C=2N(N1)C=CN2)NC2=NC(=CC=C2)N2C(CCC2)C (tert-Butyl-4-(3-(8-(6-(2-methylpyrrolidin-1-yl)pyridin-2-ylamino)imidazo[1,2-b]pyridazin-6-yl)benzylamino)piperidine-1-carboxylate), Cl (HCl). Solvent: ClCCl (dichloromethane). Reaction conditions: time 2 hour. Product: Cl.CC1N(CCC1)C1=CC=CC(=N1)NC=1C=2N(N=C(C1)C1=CC(=CC=C1)CNC1CCNCC1)C=CN2 (N-(6-(2-methylpyrrolidin-1-yl)pyridin-2-yl)-6-(3-((piperidin-4-ylamino)methyl)phenyl)imidazo[1,2-b]pyridazin-8-amine hydrochloride). Isolated yield 109.0%. RXN SMILES: C(OC([N:8]1[CH2:13][CH2:12][CH:11]([NH:14][CH2:15][C:16]2[CH:21]=[CH:20][CH:19]=[C:18]([C:22]3[CH:23]=[C:24]([NH:31][C:32]4[CH:37]=[CH:36][CH:35]=[C:34]([N:38]5[CH2:42][CH2:41][CH2:40][CH:39]5[CH3:43])[N:33]=4)[C:25]4[N:26]([CH:28]=[CH:29][N:30]=4)[N:27]=3)[CH:17]=2)[CH2:10][CH2:9]1)=O)(C)(C)C.[ClH:44]>ClCCl>[ClH:44].[CH3:43][CH:39]1[CH2:40][CH2:41][CH2:42][N:38]1[C:34]1[N:33]=[C:32]([NH:31][C:24]2[C:25]3[N:26]([CH:28]=[CH:29][N:30]=3)[N:27]=[C:22]([C:18]3[CH:19]=[CH:20][CH:21]=[C:16]([CH2:15][NH:14][CH:11]4[CH2:12][CH2:13][NH:8][CH2:9][CH2:10]4)[CH:17]=3)[CH:23]=2)[CH:37]=[CH:36][CH:35]=1 |f:3.4|. Procedure details: tert-Butyl-4-(3-(8-(6-(2-methylpyrrolidin-1-yl)pyridin-2-ylamino)imidazo[1,2-b]pyridazin-6-yl)benzylamino)piperidine-1-carboxylate (35 mg, 0.06 mmol) was dissolved in HCl gas in dichloromethane (5 mL). The solution was stirred at room temperature for 2 h. The solvent was concentrated in vacuo to give N-(6-(2-methylpyrrolidin-1-yl)pyridin-2-yl)-6-(3-((piperidin-4-ylamino)methyl)phenyl)imidazo[1,2-b]pyridazin-8-amine hydrochloride (35 mg, 109%) as a yellow solid. 1H NMR (300 MHz, DMSO+D2O): δ 9.18... Starting materials: COC(=O)C=1SC=C(C1)C (4-Methyl-2-thiophenecarboxylic acid methyl ester). The solvent is CO (methanol), O1CCCC1 (tetrahydrofuran), [OH-].[Na+] (sodium hydroxide). Run at time 1 hour. Yields the product CC=1C=C(SC1)C(=O)O (4-methyl-2-thiophenecarboxylic acid). Yield: 89.7%. Reaction SMILES: C[O:2][C:3]([C:5]1[S:6][CH:7]=[C:8]([CH3:10])[CH:9]=1)=[O:4]>CO.O1CCCC1.[OH-].[Na+]>[CH3:10][C:8]1[CH:9]=[C:5]([C:3]([OH:4])=[O:2])[S:6][CH:7]=1 |f:3.4|. Procedure: 5-Bromo-4-methyl-2-thiophenecarboxylic acid (3.33 g) was dissolved in dimethylformamide (50 ml), and potassium carbonate (4.0 g) and iodomethane (4.0 ml) were added. The mixture was stirred at room temperature for 2 hours, diluted with ethyl acetate, washed with 1N hydrochloric acid, dried over anhydrous magnesium sulfate and concentrated under reduced pressure to give 5-bromo-4-methyl-2-thiophenecarboxylic acid methyl ester (3.47 g). A mixture of 5-bromo-4-methyl-2-thiophenecarboxylic acid meth... Starting materials: IC=1C=C2C(=NN(C2=CC1)C(C1=CC=CC=C1)(C1=CC=CC=C1)C1=CC=CC=C1)C1=CC=NC=C1 (5-iodo-3-(pyridin-4-yl)-1-trityl-1H-indazole), N1N=C(C=C1)C1CN(CCC1)C(=O)OC(C)(C)C (tert-butyl 3-(1H-pyrazol-3-yl)piperidine-1-carboxylate), CN([C@H]1[C@@H](CCCC1)N)C (rac-trans-N,N-dimethylcyclohexane-1,2-diamine), C(=O)([O-])[O-].[K+].[K+] (K2CO3). Reagents/catalysts: [Cu]I (copper (I) iodide). The solvent is C1(=CC=CC=C1)C (toluene). Reaction conditions: temperature 100 celsius. The product is N1=CC=C(C=C1)C1=NN(C2=CC=C(C=C12)N1N=C(C=C1)C1CN(CCC1)C(=O)OC(C)(C)C)C(C1=CC=CC=C1)(C1=CC=CC=C1)C1=CC=CC=C1 (tert-butyl 3-(1-(3-(pyridin-4-yl)-1-trityl-1H-indazol-5-yl)-1H-pyrazol-3-yl)piperidine-1-carboxylate). Isolated yield 110.7%. As a reaction SMILES: I[C:2]1[CH:3]=[C:4]2[C:8](=[CH:9][CH:10]=1)[N:7]([C:11]([C:24]1[CH:29]=[CH:28][CH:27]=[CH:26][CH:25]=1)([C:18]1[CH:23]=[CH:22][CH:21]=[CH:20][CH:19]=1)[C:12]1[CH:17]=[CH:16][CH:15]=[CH:14][CH:13]=1)[N:6]=[C:5]2[C:30]1[CH:35]=[CH:34][N:33]=[CH:32][CH:31]=1.[NH:36]1[CH:40]=[CH:39][C:38]([CH:41]2[CH2:46][CH2:45][CH2:44][N:43]([C:47]([O:49][C:50]([CH3:53])([CH3:52])[CH3:51])=[O:48])[CH2:42]2)=[N:37]1.CN(C)[C@@H]1CCCC[C@H]1N.C([O-])([O-])=O.[K+].[K+]>C1(C)C=CC=CC=1.[Cu]I>[N:33]1[CH:34]=[CH:35][C:30]([C:5]2[C:4]3[C:8](=[CH:9][CH:10]=[C:2]([N:36]4[CH:40]=[CH:39][C:38]([CH:41]5[CH2:46][CH2:45][CH2:44][N:43]([C:47]([O:49][C:50]([CH3:53])([CH3:52])[CH3:51])=[O:48])[CH2:42]5)=[N:37]4)[CH:3]=3)[N:7]([C:11]([C:18]3[CH:19]=[CH:20][CH:21]=[CH:22][CH:23]=3)([C:12]3[CH:13]=[CH:14][CH:15]=[CH:16][CH:17]=3)[C:24]3[CH:29]=[CH:28][CH:27]=[CH:26][CH:25]=3)[N:6]=2)=[CH:31][CH:32]=1 |f:3.4.5|. Reported procedure: The mixture of 5-iodo-3-(pyridin-4-yl)-1-trityl-1H-indazole (281 mg, 0.5 mmol), tert-butyl 3-(1H-pyrazol-3-yl)piperidine-1-carboxylate (151 mg, 0.6 mmol), copper (I) iodide (19 mg, 0.1 mmol), rac-trans-N,N-dimethylcyclohexane-1,2-diamine (57 mg, 0.4 mmol), K2CO3 (552 mg, 4 mmol) in toluene (3 mL) was heated at 100° C. for 4 days. After cooling to room temperature, the reaction mixture was filtered through a pad of celite, and washed with EtOAc. The filtrate was concentrated and column purified w... The product is COC(CCC(C1=CC=CC=C1)NC(=O)OCC1=CC=CC=C1)=O (4-benzyloxycarbonylamino-4-phenyl-butyric acid methyl ester). Reactants: C(C1=CC=CC=C1)OC(NC(CCC=O)C1=CC=CC=C1)=O ((4-oxo-1-phenyl-butyl)-carbamic acid benzyl ester), [Li+].[Cl-] (LiCl), TEA, COC(=O)CP(=O)(OC)OC (trimethyl phosphonoacetate). Run in C(C)OCC (diethyl ether), [NH4+].[Cl-] (NH4Cl), C(C)#N (acetonitrile), C(C)#N (acetonitrile). The yield is 81.6%. Reported procedure: To a stirring room temperature suspension of LiCl (0.84 g, 19.8 mmol) in dry acetonitrile (50 mL) was added trimethyl phosphonoacetate (4 mL, 24.75 mmol). The resulting mixture was stirred for 5 minutes, then TEA (2.76 mL, 19.8 mmol) was added. The reaction mixture was stirred for 10 minutes, and then a solution of (4-oxo-1-phenyl-butyl)-carbamic acid benzyl ester (16.5 mmol) in acetonitrile (15 mL) was added. The reaction mixture was stirred at room temperature for 18 hours, then diluted with d... Reaction SMILES: [Li+].[Cl-].[CH3:3][O:4][C:5]([CH2:7]P(OC)(OC)=O)=[O:6].[CH2:14]([O:21][C:22](=[O:35])[NH:23][CH:24]([C:29]1[CH:34]=[CH:33][CH:32]=[CH:31][CH:30]=1)[CH2:25]CC=O)[C:15]1[CH:20]=[CH:19][CH:18]=[CH:17][CH:16]=1>C(#N)C.C(OCC)C.[NH4+].[Cl-]>[CH3:3][O:4][C:5](=[O:6])[CH2:7][CH2:25][CH:24]([NH:23][C:22]([O:21][CH2:14][C:15]1[CH:20]=[CH:19][CH:18]=[CH:17][CH:16]=1)=[O:35])[C:29]1[CH:30]=[CH:31][CH:32]=[CH:33][CH:34]=1 |f:0.1,6.7|. Conditions: time 5 minute. Reactants: FC(COC1=CC=C(C=C1)C(C)=O)CCCCCCCC (p-(2-fluorodecyloxy) acetophenone), [OH-].[Na+] (sodium hydroxide), resultant mixture, BrBr (bromine). Run in O1CCOCC1 (dioxane), O1CCOCC1 (dioxane), O (water), O (water). Conditions: temperature 0 celsius, time 15 minute. Product: FC(COC1=CC=C(C(=O)O)C=C1)CCCCCCCC (p-(2-fluorodecyloxy)benzoic acid). Yield: 78.3%. RXN SMILES: [OH-:1].[Na+].BrBr.[F:5][CH:6]([CH2:18][CH2:19][CH2:20][CH2:21][CH2:22][CH2:23][CH2:24][CH3:25])[CH2:7][O:8][C:9]1[CH:14]=[CH:13][C:12]([C:15](=[O:17])C)=[CH:11][CH:10]=1>O.O1CCOCC1>[F:5][CH:6]([CH2:18][CH2:19][CH2:20][CH2:21][CH2:22][CH2:23][CH2:24][CH3:25])[CH2:7][O:8][C:9]1[CH:10]=[CH:11][C:12]([C:15]([OH:17])=[O:1])=[CH:13][CH:14]=1 |f:0.1|. Reported procedure: A solution of 11.3 g of sodium hydroxide in 75 ml of water was charged in a 300 ml-three necked flask and cooled to 0° C., and 12.3 g of bromine was added thereto in 15 minutes under stirring, followed by addition of 30 ml of dioxane. The resultant mixture solution was added dropwise in 40 minutes to a solution which was obtained by dissolving 5.2 g of p-(2-fluorodecyloxy) acetophenone in 170 ml of dioxane followed by addition of 10 ml of water, and subjected to reaction for 3.5 hours while bein... As a reaction SMILES: [BH3:1].[CH2:2]([CH2:3][CH2:4][CH2:5][CH2:6][CH2:7][CH3:8])[O:9][c:10]1[cH:11][cH:12][c:13]([C:14](=[O:15])[OH:16])[cH:17][cH:18]1.[ClH:20].[O:21]1[CH2:22][CH2:23][CH2:24][CH2:25]1.[OH2:19]>>[CH2:2]([CH2:3][CH2:4][CH2:5][CH2:6][CH2:7][CH3:8])[O:9][c:10]1[cH:11][cH:12][c:13]([CH2:14][OH:15])[cH:17][cH:18]1. Product: CCCCCCCOc1ccc(CO)cc1. Reactants: B, CCCCCCCOc1ccc(C(=O)O)cc1, Cl, C1CCOC1, O. The reactants are C(C)(C)(C)C1=NN(C(=C1)C(=O)OCC)CC1=CC=C(C=C1)COCOC (ethyl 3-tert-butyl-1-{4-[(methoxymethoxy)methyl]benzyl}-1H-pyrazole-5-carboxylate), [H-].[Al+3].[Li+].[H-].[H-].[H-] (lithium aluminum hydride), C(C)O (Ethanol), [Cl-].[NH4+] (ammonium chloride). The solvent is O1CCCC1 (tetrahydrofuran). Conditions: time 30 minute. Yields the product C(C)(C)(C)C1=NN(C(=C1)CO)CC1=CC=C(C=C1)COCOC ((3-tert-butyl-1-{4-[(methoxymethoxy)methyl]benzyl}-1H-pyrazol-5-yl)methanol). Yield: 84.2%. RXN SMILES: [C:1]([C:5]1[CH:9]=[C:8]([C:10](OCC)=[O:11])[N:7]([CH2:15][C:16]2[CH:21]=[CH:20][C:19]([CH2:22][O:23][CH2:24][O:25][CH3:26])=[CH:18][CH:17]=2)[N:6]=1)([CH3:4])([CH3:3])[CH3:2].[H-].[Al+3].[Li+].[H-].[H-].[H-].C(O)C.[Cl-].[NH4+]>O1CCCC1>[C:1]([C:5]1[CH:9]=[C:8]([CH2:10][OH:11])[N:7]([CH2:15][C:16]2[CH:17]=[CH:18][C:19]([CH2:22][O:23][CH2:24][O:25][CH3:26])=[CH:20][CH:21]=2)[N:6]=1)([CH3:4])([CH3:2])[CH3:3] |f:1.2.3.4.5.6,8.9|. Procedure: To a solution of ethyl 3-tert-butyl-1-{4-[(methoxymethoxy)methyl]benzyl}-1H-pyrazole-5-carboxylate (1.95 g, 5.41 mmol) in tetrahydrofuran (20 mL) was added lithium aluminum hydride (0.26 g, 5.5 mmol) at 0° C., and the mixture was stirred at room temperature for 30 min. Ethanol (10 mL) and saturated aqueous ammonium chloride solution (1.0 mL) were added to the reaction mixture, and the precipitated solid was filtered off. The filtrate was concentrated and the residue was purified by silica gel co... Reactants: CC(C)(C)OC(=O)N1CCOc2cccc(Br)c2C1, CCO, Cc1ccccc1, [Na+], [Na+], O=C([O-])[O-], O, OB(O)c1ccccc1, c1ccc(P(c2ccccc2)(c2ccccc2)[Pd](P(c2ccccc2)(c2ccccc2)c2ccccc2)(P(c2ccccc2)(c2ccccc2)c2ccccc2)P(c2ccccc2)(c2ccccc2)c2ccccc2)cc1. Yields the product CC(C)(C)OC(=O)N1CCOc2cccc(-c3ccccc3)c2C1. RXN SMILES: [Br:1][c:2]1[cH:3][cH:4][cH:5][c:6]2[c:7]1[CH2:8][N:9]([C:13](=[O:14])[O:15][C:16]([CH3:17])([CH3:18])[CH3:19])[CH2:10][CH2:11][O:12]2.[CH3:30][CH2:31][OH:32].[CH3:39][c:40]1[cH:41][cH:42][cH:43][cH:44][cH:45]1.[Na+:33].[Na+:34].[O-:35][C:36](=[O:37])[O-:38].[OH2:29].[OH:20][B:21]([OH:22])[c:23]1[cH:24][cH:25][cH:26][cH:27][cH:28]1.[cH:46]1[cH:47][cH:48][c:49]([P:50]([Pd:51]([P:52]([c:53]2[cH:54][cH:55][cH:56][cH:57][cH:58]2)([c:59]2[cH:60][cH:61][cH:62][cH:63][cH:64]2)[c:65]2[cH:66][cH:67][cH:68][cH:69][cH:70]2)([P:71]([c:72]2[cH:73][cH:74][cH:75][cH:76][cH:77]2)([c:78]2[cH:79][cH:80][cH:81][cH:82][cH:83]2)[c:84]2[cH:85][cH:86][cH:87][cH:88][cH:89]2)[P:90]([c:91]2[cH:92][cH:93][cH:94][cH:95][cH:96]2)([c:97]2[cH:98][cH:99][cH:100][cH:101][cH:102]2)[c:103]2[cH:104][cH:105][cH:106][cH:107][cH:108]2)([c:109]2[cH:110][cH:111][cH:112][cH:113][cH:114]2)[c:115]2[cH:116][cH:117][cH:118][cH:119][cH:120]2)[cH:121][cH:122]1>>[c:2]1(-[c:23]2[cH:24][cH:25][cH:26][cH:27][cH:28]2)[cH:3][cH:4][cH:5][c:6]2[c:7]1[CH2:8][N:9]([C:13](=[O:14])[O:15][C:16]([CH3:17])([CH3:18])[CH3:19])[CH2:10][CH2:11][O:12]2. Reactants: CCCCOc1ccc(S(=O)(=O)Cl)cc1, CCOc1ccc(N)cc1-c1nn2c(C3CCCC3)nc(C)c2c(=O)[nH]1, C1CCOC1, c1ccncc1. Product: CCCCOc1ccc(S(=O)(=O)Nc2ccc(OCC)c(-c3nn4c(C5CCCC5)nc(C)c4c(=O)[nH]3)c2)cc1. Reaction SMILES: [CH2:27]([CH2:28][CH2:29][CH3:30])[O:31][c:32]1[cH:33][cH:34][c:35]([S:38](=[O:39])(=[O:40])[Cl:41])[cH:36][cH:37]1.[NH2:1][c:2]1[cH:3][cH:4][c:5]([O:24][CH2:25][CH3:26])[c:6](-[c:8]2[n:9][n:10]3[c:11]([c:12](=[O:14])[nH:13]2)[c:15]([CH3:23])[n:16][c:17]3[CH:18]2[CH2:19][CH2:20][CH2:21][CH2:22]2)[cH:7]1.[O:48]1[CH2:49][CH2:50][CH2:51][CH2:52]1.[cH:42]1[cH:43][cH:44][n:45][cH:46][cH:47]1>>[NH:1]([c:2]1[cH:3][cH:4][c:5]([O:24][CH2:25][CH3:26])[c:6](-[c:8]2[n:9][n:10]3[c:11]([c:12](=[O:14])[nH:13]2)[c:15]([CH3:23])[n:16][c:17]3[CH:18]2[CH2:19][CH2:20][CH2:21][CH2:22]2)[cH:7]1)[S:38]([c:35]1[cH:34][cH:33][c:32]([O:31][CH2:27][CH2:28][CH2:29][CH3:30])[cH:37][cH:36]1)(=[O:39])=[O:40].